This data is from the Open Reaction Database (ORD), a public repository of structured organic reaction records. The task is: describe an organic reaction: reactants, conditions, products, and yield Run in C1(=CC=CC=C1)C (toluene). RXN SMILES: [Cl:1][C:2]1[CH:9]=[CH:8][CH:7]=[C:6]([Cl:10])[C:3]=1[CH:4]=O.[C:11]([CH2:13][C:14]([OH:16])=[O:15])#[N:12].C([O-])(=O)C.[NH4+].N1C=CC=CC=1.O>C1(C)C=CC=CC=1>[C:11]([C:13](=[CH:4][C:3]1[C:2]([Cl:1])=[CH:9][CH:8]=[CH:7][C:6]=1[Cl:10])[C:14]([OH:16])=[O:15])#[N:12] |f:2.3|. The reactants are ClC1=C(C=O)C(=CC=C1)Cl (2,6-dichlorobenzaldehyde), C(#N)CC(=O)O (cyanoacetic acid), C(C)(=O)[O-].[NH4+] (ammonium acetate), N1=CC=CC=C1 (pyridine), O (water). Reported procedure: A stirred mixture of 2,6-dichlorobenzaldehyde (609 mmol, 106.5 g), cyanoacetic acid (609 mmol, 51.8 g), ammonium acetate (122 mmol, 9.38 g), pyridine (1065 mmol, 86 ml, 84 g) and toluene (468 ml) was stirred at reflux using a Dean-Stark apparatus until one equivalent of water was collected (NB Oil bath temperature should not exceed 120° C. to avoid decarboxylation at this stage—lag Dean-Stark well). The reaction mixture was allowed to cool and the solid precipitate filtered and stirred with 10% ... The yield is 4.9%. Product: C(#N)C(C(=O)O)=CC1=C(C=CC=C1Cl)Cl (2-cyano-3-(2,6-dichlorophenyl)acrylic acid). The reactants are IC1=CC2=C(OCC(C=3N2N=C(C3)C(=O)N)(C)O)C=C1 (racemic 9-iodo-4-hydroxy-4-methyl-4,5-dihydrobenzo[b]pyrazolo[1,5-d][1,4]oxazepine-2-carboxamide), C(#C)[C@]1(C(N(CC1)C)=O)O ((R)-3-ethynyl-3-hydroxy-1-methylpyrrolidin-2-one). The product is OC1(C=2N(C3=C(OC1)C=CC(=C3)C#C[C@]3(C(N(CC3)C)=O)O)N=C(C2)C(=O)N)C (4-hydroxy-9-(((R)-3-hydroxy-1-methyl-2-oxopyrrolidin-3-yl)ethynyl)-4-methyl-4,5-dihydrobenzo[b]pyrazolo[1,5-d][1,4]oxazepine-2-carboxamide). RXN SMILES: I[C:2]1[CH:20]=[CH:19][C:5]2[O:6][CH2:7][C:8]([OH:18])([CH3:17])[C:9]3[N:10]([N:11]=[C:12]([C:14]([NH2:16])=[O:15])[CH:13]=3)[C:4]=2[CH:3]=1.[C:21]([C@:23]1([OH:30])[CH2:27][CH2:26][N:25]([CH3:28])[C:24]1=[O:29])#[CH:22]>>[OH:18][C:8]1([CH3:17])[CH2:7][O:6][C:5]2[CH:19]=[CH:20][C:2]([C:22]#[C:21][C@:23]3([OH:30])[CH2:27][CH2:26][N:25]([CH3:28])[C:24]3=[O:29])=[CH:3][C:4]=2[N:10]2[N:11]=[C:12]([C:14]([NH2:16])=[O:15])[CH:13]=[C:9]12. Procedure details: Similar to as described in General Procedure G, racemic 9-iodo-4-hydroxy-4-methyl-4,5-dihydrobenzo[b]pyrazolo[1,5-d][1,4]oxazepine-2-carboxamide was reacted with (R)-3-ethynyl-3-hydroxy-1-methylpyrrolidin-2-one to give a diasteromeric mixture of the titled compound after purification by prep HPLC. Reactants: [OH-].[Na+] (sodium hydroxide), C(#N)CC(=O)OC (methyl cyanoacetate), C1OC=2C=C(C=O)C=CC2O1 (3,4-(methylenedioxy)benzaldehyde), Cl (hydrochloric acid). Reaction conditions: temperature 95 celsius, time 16 hour. The product is C(#N)C(C(=O)O)=CC1=CC2=C(C=C1)OCO2 (2-cyano-3-(3,4-methylenedioxyphenyl)-2-propenoic acid). Reaction SMILES: [OH-].[Na+].[C:3]([CH2:5][C:6]([O:8]C)=[O:7])#[N:4].[CH2:10]1[O:20][C:19]2[CH:18]=[CH:17][C:14]([CH:15]=O)=[CH:13][C:12]=2[O:11]1.Cl>>[C:3]([C:5](=[CH:15][C:14]1[CH:17]=[CH:18][C:19]2[O:20][CH2:10][O:11][C:12]=2[CH:13]=1)[C:6]([OH:8])=[O:7])#[N:4] |f:0.1|. Procedure: To an aqueous solution containing 14.20 g of sodium hydroxide and 33.75 g of methyl cyanoacetate, 30.32 g of 3,4-(methylenedioxy)benzaldehyde was added, followed by stirring at 95° C. for 16 hours. After completion of the reaction, an aqueous diluted hydrochloric acid solution was added to obtain a pale yellow solid. The resultant solid was recrystallized from ethanol to obtain a crystal having a melting point of 233° C. Reactants: Cc1ccc(S(=O)(=O)N(C)c2ccc(Cl)cc2C(N)=O)cc1, O=C(OC(=O)C(F)(F)F)C(F)(F)F, O, c1ccncc1. Yields the product Cc1ccc(S(=O)(=O)N(C)c2ccc(Cl)cc2C#N)cc1. RXN SMILES: [Cl:1][c:2]1[cH:3][c:4]([C:20]([NH2:21])=[O:22])[c:5]([N:6]([S:7](=[O:8])(=[O:9])[c:10]2[cH:11][cH:12][c:13]([CH3:16])[cH:14][cH:15]2)[CH3:17])[cH:18][cH:19]1.[F:23][C:24]([F:25])([F:26])[C:27]([O:28][C:29](=[O:30])[C:31]([F:32])([F:33])[F:34])=[O:35].[OH2:36].[cH:37]1[cH:38][cH:39][n:40][cH:41][cH:42]1>>[Cl:1][c:2]1[cH:3][c:4]([C:20]#[N:21])[c:5]([N:6]([S:7](=[O:8])(=[O:9])[c:10]2[cH:11][cH:12][c:13]([CH3:16])[cH:14][cH:15]2)[CH3:17])[cH:18][cH:19]1. The reactants are FC1=C(CN2N=C(C3=CC=CC=C23)C2=NC=C(C(=N2)NC2=CC=NC=C2)O)C=CC=C1 (2-[1-(2-fluorobenzyl)-1H-indazol-3-yl]-4-(pyridin-4-ylamino)pyrimidin-5-ol), BrCC(CO)O (3-bromopropane-1,2-diol), C([O-])([O-])=O.[K+].[K+] (potassium carbonate). Solvent: CN(C)C=O (DMF). Run at temperature 100 celsius, time 18 hour. The product is FC1=C(CN2N=C(C3=CC=CC=C23)C=2N=CC=3OCC(N(C3N2)C2=CC=NC=C2)CO)C=CC=C1 ({2-[1-(2-fluorobenzyl)-1H-indazol-3-yl]-8-(pyridin-4-yl)-7,8-dihydro-6H-pyrimido[5,4-b][1,4]oxazin-7-yl}methanol). Reaction SMILES: [F:1][C:2]1[CH:31]=[CH:30][CH:29]=[CH:28][C:3]=1[CH2:4][N:5]1[C:13]2[C:8](=[CH:9][CH:10]=[CH:11][CH:12]=2)[C:7]([C:14]2[N:19]=[C:18]([NH:20][C:21]3[CH:26]=[CH:25][N:24]=[CH:23][CH:22]=3)[C:17]([OH:27])=[CH:16][N:15]=2)=[N:6]1.Br[CH2:33][CH:34](O)[CH2:35][OH:36].C(=O)([O-])[O-].[K+].[K+]>CN(C=O)C>[F:1][C:2]1[CH:31]=[CH:30][CH:29]=[CH:28][C:3]=1[CH2:4][N:5]1[C:13]2[C:8](=[CH:9][CH:10]=[CH:11][CH:12]=2)[C:7]([C:14]2[N:15]=[CH:16][C:17]3[O:27][CH2:33][CH:34]([CH2:35][OH:36])[N:20]([C:21]4[CH:26]=[CH:25][N:24]=[CH:23][CH:22]=4)[C:18]=3[N:19]=2)=[N:6]1 |f:2.3.4|. Reported procedure: 25 mg of 2-[1-(2-fluorobenzyl)-1H-indazol-3-yl]-4-(pyridin-4-ylamino)pyrimidin-5-ol (3-3, 0.061 mmol, 1. eq.), 28.2 mg of 3-bromopropane-1,2-diol (0.182 mmol, 3 eq.) and 41.9 mg of potassium carbonate (0.303 mmol, 5 eq.) were suspended in 470 μl of dry DMF under nitrogen atmosphere. The reaction mixture was stirred at 100° C. bath temperature for 18 hours. Then the mixture was partitioned between aqueous half saturated sodium chloride solution and ethyl acetate. The phases were separated and the... The reactants are C(#N)C=1C=C2C=CN=CC2=C2C1C1=C(S2)C=CC=C1 (6-cyanobenzothieno[3,2-h]isoquinoline), [OH-].[K+] (KOH), C(C)(=O)O (acetic acid). The solvent is OCC(O)CO (glycerine), O (water). Yields the product C(=O)(O)C=1C=C2C=CN=CC2=C2C1C1=C(S2)C=CC=C1 (6-Carboxybenzothieno [3,2-h]Isoquinoline). RXN SMILES: C(C1[CH:4]=[C:5]2[C:10](=[C:11]3[S:15][C:14]4[CH:16]=[CH:17][CH:18]=[CH:19][C:13]=4[C:12]=13)[CH:9]=[N:8][CH:7]=[CH:6]2)#N.[OH-].[K+].[C:22]([OH:25])(=[O:24])[CH3:23]>OCC(CO)O.O>[C:22]([C:23]1[CH:4]=[C:5]2[C:10](=[C:11]3[S:15][C:14]4[CH:16]=[CH:17][CH:18]=[CH:19][C:13]=4[C:12]=13)[CH:9]=[N:8][CH:7]=[CH:6]2)([OH:25])=[O:24] |f:1.2|. Reported procedure: One hundred thirty mg (0.5 mM) of 6-cyanobenzothieno[3,2-h]isoquinoline (4), prepared in Example 1, was suspended in a hot solution of 168 mg (3 mM) KOH in 1 ml glycerine. The reaction mixture was stirred and heated at 160° C.-170° C. overnight. The resulting yellow solution was cooled, diluted with water and made slightly acidic with glacial acetic acid. A yellow precipitate was collected, washed with water, and air dried to yield 120 mg of product. This initial product was recrystallized from ... The reactants are CCCC[Sn](CCCC)(CCCC)c1cnn(Cc2ccc(OCc3ccccc3)cc2)c1, CCOC(C)=O, [Cu]I, Nc1ncccc1Br, C1CCOC1, O. Product: Nc1ncccc1-c1cnn(Cc2ccc(OCc3ccccc3)cc2)c1. As a reaction SMILES: [CH2:9]([c:10]1[cH:11][cH:12][cH:13][cH:14][cH:15]1)[O:16][c:17]1[cH:18][cH:19][c:20]([CH2:21][n:22]2[n:23][cH:24][c:25]([Sn:27]([CH2:28][CH2:29][CH2:30][CH3:31])([CH2:32][CH2:33][CH2:34][CH3:35])[CH2:36][CH2:37][CH2:38][CH3:39])[cH:26]2)[cH:40][cH:41]1.[CH3:43][CH2:44][O:45][C:46](=[O:47])[CH3:48].[Cu:54][I:55].[NH2:1][c:2]1[n:3][cH:4][cH:5][cH:6][c:7]1[Br:8].[O:49]1[CH2:50][CH2:51][CH2:52][CH2:53]1.[OH2:42]>>[NH2:1][c:2]1[n:3][cH:4][cH:5][cH:6][c:7]1-[c:25]1[cH:24][n:23][n:22]([CH2:21][c:20]2[cH:19][cH:18][c:17]([O:16][CH2:9][c:10]3[cH:11][cH:12][cH:13][cH:14][cH:15]3)[cH:41][cH:40]2)[cH:26]1.